From a dataset of the Open Reaction Database (ORD), a public repository of structured organic reaction records. describe an organic reaction: reactants, conditions, products, and yield Starting materials: C(C1=CC=CC=C1)[C@@H]1C(N[C@@H](C(NCC(O[C@@H](CC(N[C@@H](C(N1)=O)C)=O)\C=C\CCSC(C1=CC=CC=C1)(C1=CC=CC=C1)C1=CC=CC=C1)=O)=O)C(C)C)=O ((6R,9R,12R,16S)-9-Benzyl-6-isopropyl-12-methyl-16-((E)-4-tritylsulfanyl-but-1-enyl)-1-oxa-4,7,10,13-tetraaza-cyclohexadecane-2,5,8,11,14-pentaone), [SiH](CC)(CC)CC (Et3SiH), C(=O)(C(F)(F)F)O (TFA). Run in C(Cl)Cl (CH2Cl2). Reaction conditions: time 15 minute. Yields the product C(C1=CC=CC=C1)[C@@H]1C(N[C@@H](C(NCC(O[C@@H](CC(N[C@@H](C(N1)=O)C)=O)\C=C\CCS)=O)=O)C(C)C)=O ((6R,9R,12R,16S)-9-Benzyl-6-isopropyl-16-((E)-4-mercapto-but-1-enyl)-12-methyl-1-oxa-4,7,10,13-tetraaza-cyclohexadecane-2,5,8,11,14-pentaone). The yield is 35.8%. As a reaction SMILES: [CH2:1]([C@H:8]1[NH:23][C:22](=[O:24])[C@@H:21]([CH3:25])[NH:20][C:19](=[O:26])[CH2:18][C@@H:17](/[CH:27]=[CH:28]/[CH2:29][CH2:30][S:31]C(C2C=CC=CC=2)(C2C=CC=CC=2)C2C=CC=CC=2)[O:16][C:15](=[O:51])[CH2:14][NH:13][C:12](=[O:52])[C@@H:11]([CH:53]([CH3:55])[CH3:54])[NH:10][C:9]1=[O:56])[C:2]1[CH:7]=[CH:6][CH:5]=[CH:4][CH:3]=1.[SiH](CC)(CC)CC.C(O)(C(F)(F)F)=O>C(Cl)Cl>[CH2:1]([C@H:8]1[NH:23][C:22](=[O:24])[C@@H:21]([CH3:25])[NH:20][C:19](=[O:26])[CH2:18][C@@H:17](/[CH:27]=[CH:28]/[CH2:29][CH2:30][SH:31])[O:16][C:15](=[O:51])[CH2:14][NH:13][C:12](=[O:52])[C@@H:11]([CH:53]([CH3:55])[CH3:54])[NH:10][C:9]1=[O:56])[C:2]1[CH:7]=[CH:6][CH:5]=[CH:4][CH:3]=1. Procedure: To a stirred solution of 15 (9 mg, 0.012 mmol) in CH2Cl2 (500 □L) Et3SiH (3.83 μL, 0.024 mmol) and TFA (60 μL) were added. After 15 minutes stirring the solvent was removed in vacuo and the residue was purified by flash column chromatography on silica gel (2-7% MeOH/CH2Cl2) to give thiol 16 (2.3 mg, 0.0043 mmol, 36%) as a white solid: Rf 0.58 MeOH/CH2Cl2 (1:9); LRMS (ES+) m/z 555.4 (100%, [M+Na]+). The reactants are F[B-](F)(F)F, CCN(C(C)C)C(C)C, C1CCOC1, CS(=O)(=O)N1CCC(C2CCNCC2)CC1, CCOC(C)=O, Cc1cc(CC(OC(=O)N2CCC(N3CCc4ccccc4NC3=O)CC2)C(=O)O)cc2oc(=O)[nH]c12, CN(C)C(On1nnc2ccccc21)=[N+](C)C. Yields the product Cc1cc(CC(OC(=O)N2CCC(N3CCc4ccccc4NC3=O)CC2)C(=O)N2CCC(C3CCN(S(C)(=O)=O)CC3)CC2)cc2oc(=O)[nH]c12. Reaction SMILES: [B-:38]([F:39])([F:40])([F:41])[F:42].[CH2:60]([N:61]([CH:62]([CH3:63])[CH3:64])[CH:65]([CH3:66])[CH3:67])[CH3:68].[CH2:85]1[O:86][CH2:87][CH2:88][CH2:89]1.[CH3:69][S:70](=[O:71])(=[O:72])[N:73]1[CH2:74][CH2:75][CH:76]([CH:79]2[CH2:80][CH2:81][NH:82][CH2:83][CH2:84]2)[CH2:77][CH2:78]1.[CH3:90][CH2:91][O:92][C:93]([CH3:94])=[O:95].[O:1]=[C:2]1[NH:3][c:4]2[c:5]([cH:34][cH:35][cH:36][cH:37]2)[CH2:6][CH2:7][N:8]1[CH:9]1[CH2:10][CH2:11][N:12]([C:15](=[O:16])[O:17][CH:18]([CH2:19][c:20]2[cH:21][c:22]3[c:23]([nH:24][c:25](=[O:27])[o:26]3)[c:28]([CH3:30])[cH:29]2)[C:31](=[O:32])[OH:33])[CH2:13][CH2:14]1.[n:43]1([O:44][C:45]([N:46]([CH3:47])[CH3:48])=[N+:49]([CH3:50])[CH3:51])[c:52]2[cH:53][cH:54][cH:55][cH:56][c:57]2[n:58][n:59]1>>[O:1]=[C:2]1[NH:3][c:4]2[c:5]([cH:34][cH:35][cH:36][cH:37]2)[CH2:6][CH2:7][N:8]1[CH:9]1[CH2:10][CH2:11][N:12]([C:15](=[O:16])[O:17][CH:18]([CH2:19][c:20]2[cH:21][c:22]3[c:23]([nH:24][c:25](=[O:27])[o:26]3)[c:28]([CH3:30])[cH:29]2)[C:31](=[O:33])[N:82]2[CH2:81][CH2:80][CH:79]([CH:76]3[CH2:75][CH2:74][N:73]([S:70]([CH3:69])(=[O:71])=[O:72])[CH2:78][CH2:77]3)[CH2:84][CH2:83]2)[CH2:13][CH2:14]1. Reactants: C(C)(=O)OCC (ethyl acetate), C([O-])([O-])=O.[K+].[K+] (potassium carbonate), S(=O)(=O)(OC)OC (dimethyl sulfate), OC1=C(C(=O)O)C=CC(=C1)O (2,4-dihydroxybenzoic acid), C([O-])([O-])=O.[K+].[K+] (potassium carbonate), S(=O)(=O)(OC)OC (dimethyl sulfate), Cl (hydrochloric acid). The solvent is O (water), CN(C=O)C (N,N-dimethylformamide). Conditions: temperature 75 celsius, time 6.5 hour. The product is COC1=C(C(=O)OC)C=CC(=C1)OC (methyl 2,4-dimethoxybenzoate). As a reaction SMILES: OC1C=[C:9]([OH:11])[CH:8]=[CH:7][C:3]=1[C:4](O)=O.[C:12](=O)([O-])[O-].[K+].[K+].S([O:23][CH3:24])(OC)(=O)=O.Cl.[C:26]([O:29][CH2:30]C)(=[O:28])[CH3:27]>O.CN(C)C=O>[CH3:12][O:11][C:9]1[CH:8]=[C:7]([O:23][CH3:24])[CH:3]=[CH:4][C:27]=1[C:26]([O:29][CH3:30])=[O:28] |f:1.2.3|. Reported procedure: 50 g of 2,4-dihydroxybenzoic acid, 269 g of potassium carbonate, 123 mL of dimethyl sulfate, and 500 mL of N,N-dimethylformamide were suspended together, and this suspension was stirred for 6.5 hours at 70 to 80° C. Further, 90 g of potassium carbonate and 61 mL of dimethyl sulfate were added to this suspension, which was stirred for another 4 hours at 110 to 115° C. This reaction mixture was added to a mixture of ethyl acetate and water, and adjusted to pH 2 with 6M hydrochloric acid, and then ... Starting materials: C=CCC(O[Si](C)(C)C(C)(C)C)c1ccc(CCCCCCCC)cc1, CCCCCCCCc1ccc(C(CC(O)CO)O[Si](C)(C)C(C)(C)C)cc1, CCCC[N+](CCCC)(CCCC)CCCC, C1CCOC1, CCCCCCC, C[N+]1([O-])CCOCC1, CC(C)=O, CCOC(C)=O, [F-], [Na+], [Na+], O, O=S([O-])([O-])=S. Yields the product CCCCCCCCc1ccc(C(O)CC(O)CO)cc1. RXN SMILES: [C:1]([Si:2]([CH3:3])([CH3:4])[O:5][CH:6]([c:7]1[cH:8][cH:9][c:10]([CH2:11][CH2:12][CH2:13][CH2:14][CH2:15][CH2:16][CH2:17][CH3:18])[cH:19][cH:20]1)[CH2:21][CH:22]=[CH2:23])([CH3:24])([CH3:25])[CH3:26].[C:42]([Si:43]([CH3:44])([CH3:45])[O:47][CH:48]([CH2:49][CH:50]([CH2:51][OH:52])[OH:53])[c:54]1[cH:55][cH:56][c:57]([CH2:60][CH2:61][CH2:62][CH2:63][CH2:64][CH2:65][CH2:66][CH3:67])[cH:58][cH:59]1)([CH3:46])([CH3:68])[CH3:69].[CH2:71]([N+:72]([CH2:73][CH2:74][CH2:75][CH3:76])([CH2:77][CH2:78][CH2:79][CH3:80])[CH2:81][CH2:82][CH2:83][CH3:84])[CH2:85][CH2:86][CH3:87].[CH2:93]1[O:94][CH2:95][CH2:96][CH2:97]1.[CH3:104][CH2:105][CH2:106][CH2:107][CH2:108][CH2:109][CH3:110].[CH3:27][N+:28]1([O-:29])[CH2:30][CH2:31][O:32][CH2:33][CH2:34]1.[CH3:88][C:89](=[O:90])[CH3:91].[CH3:98][CH2:99][O:100][C:101]([CH3:102])=[O:103].[F-:70].[Na+:40].[Na+:41].[OH2:92].[S:35]([O-:36])([O-:37])(=[O:38])=[S:39]>>[OH:47][CH:48]([CH2:49][CH:50]([CH2:51][OH:52])[OH:53])[c:54]1[cH:55][cH:56][c:57]([CH2:60][CH2:61][CH2:62][CH2:63][CH2:64][CH2:65][CH2:66][CH3:67])[cH:58][cH:59]1. Isolated yield 59.8%. Conditions: temperature -20 celsius, time 60 minute. Starting materials: C(=O)(OC(C)(C)C)NC1(CC2=CC=CC=C2C1)C(=O)O (N-Boc-2-aminoindane-2-carboxylic acid), CN1CCOCC1 (4-methylmorpholine), BrC=1C=C(C(=CC1)N)N (4-bromo-1,2-benzenediamine), ClC(=O)OC(C)C (isopropyl chloroformate), C1(=CC=CC=C1)C (toluene), C(C)(=O)O (acetic acid). Yields the product BrC1=CC2=C(NC(=N2)C2(CC3=CC=CC=C3C2)NC(OC(C)(C)C)=O)C=C1 (tert-Butyl (2-(5-bromo-1H-benzo[d]imidazol-2-yl)-2,3-dihydro-1H-inden-2-yl)carbamate). RXN SMILES: [C:1]([NH:8][C:9]1([C:18](O)=O)[CH2:17][C:16]2[C:11](=[CH:12][CH:13]=[CH:14][CH:15]=2)[CH2:10]1)([O:3][C:4]([CH3:7])([CH3:6])[CH3:5])=[O:2].CN1CCOCC1.ClC(OC(C)C)=O.C1(C)C=CC=CC=1.[Br:42][C:43]1[CH:44]=[C:45]([NH2:50])[C:46]([NH2:49])=[CH:47][CH:48]=1.C(O)(=O)C>CN(C)C=O>[Br:42][C:43]1[CH:48]=[CH:47][C:46]2[NH:49][C:18]([C:9]3([NH:8][C:1](=[O:2])[O:3][C:4]([CH3:7])([CH3:6])[CH3:5])[CH2:17][C:16]4[C:11](=[CH:12][CH:13]=[CH:14][CH:15]=4)[CH2:10]3)=[N:50][C:45]=2[CH:44]=1. Solvent: CN(C=O)C (N,N-dimethylformamide). Reported procedure: To a solution of N-Boc-2-aminoindane-2-carboxylic acid (3.30 g, 11.9 mmol) in N,N-dimethylformamide (15.0 mL) and 4-methylmorpholine (2.20 mL, 20.0 mmol) cooled to −20° C. was added a solution of isopropyl chloroformate in toluene (1.0 M, 20.0 mL, 20.0 mmol) dropwise over one hour. The mixture was stirred for an additional 60 minutes at −20° C. and then 4-bromo-1,2-benzenediamine (3.30 g, 17.6 mmol) was added. The reaction mixture was allowed to warm to room temperature for 18 hours. The solvent...